This data is from the Open Reaction Database (ORD), a public repository of structured organic reaction records. The task is: describe an organic reaction: reactants, conditions, products, and yield Reactants: CCOC(=O)C1CCN(Cc2ccccc2)CC1, C[O-], CN(C)C=O, CO, NC=O, [Na+]. Product: NC(=O)C1CCN(Cc2ccccc2)CC1. Reaction SMILES: [CH2:1]([c:2]1[cH:3][cH:4][cH:5][cH:6][cH:7]1)[N:8]1[CH2:9][CH2:10][CH:11]([C:14]([O:16][CH2:15][CH3:17])=[O:18])[CH2:12][CH2:13]1.[CH3:22][O-:23].[CH3:25][N:26]([CH3:27])[CH:28]=[O:29].[CH3:30][OH:31].[CH:19](=[O:20])[NH2:21].[Na+:24]>>[CH2:1]([c:2]1[cH:3][cH:4][cH:5][cH:6][cH:7]1)[N:8]1[CH2:9][CH2:10][CH:11]([C:14](=[O:16])[NH2:21])[CH2:12][CH2:13]1. The reactants are C(C)(=O)C=1C=C2C(=CC(=NC2=C(C1O)CCC)C(=O)OC)Cl (Methyl 6-acetyl-4-chloro-7-hydroxy-8-propyl-quinoline-2-carboxylate), NC1=CC=CC=C1 (aniline), C1(=CC=C(C=C1)S(=O)(=O)O)C (p-toluene sulphonic acid), NC1=CC=CC=C1 (aniline), Cl (hydrogen chloride). The solvent is C(C)O (ethanol). Product: C(C)(=O)C=1C=C2C(=CC(=NC2=C(C1O)CCC)C(=O)OCC)NC1=CC=CC=C1 (Ethyl 6-acetyl-7-hydroxy-4-phenylamino-8-propyl-quinoline-2-carboxylate). As a reaction SMILES: [C:1]([C:4]1[CH:5]=[C:6]2[C:11](=[C:12]([CH2:15][CH2:16][CH3:17])[C:13]=1[OH:14])[N:10]=[C:9]([C:18]([O:20][CH3:21])=[O:19])[CH:8]=[C:7]2Cl)(=[O:3])[CH3:2].[NH2:23][C:24]1[CH:29]=[CH:28][CH:27]=[CH:26][CH:25]=1.[C:30]1(C)C=CC(S(O)(=O)=O)=CC=1.Cl>C(O)C>[C:1]([C:4]1[CH:5]=[C:6]2[C:11](=[C:12]([CH2:15][CH2:16][CH3:17])[C:13]=1[OH:14])[N:10]=[C:9]([C:18]([O:20][CH2:21][CH3:30])=[O:19])[CH:8]=[C:7]2[NH:23][C:24]1[CH:29]=[CH:28][CH:27]=[CH:26][CH:25]=1)(=[O:3])[CH3:2]. Reported procedure: Methyl 6-acetyl-4-chloro-7-hydroxy-8-propyl-quinoline-2-carboxylate (1.5 g) was treated with aniline (20 ml) at 175° C. in an autoclave in the presence of p-toluene sulphonic acid (0.1 g) for 72 hours. On cooling the aniline was removed and the residue was heated on a steambath for 12 hours with 70% sulphuric acid. The reaction mixture was poured onto crushed ice and neutralised with ammonia solution to pH 7. Extraction with ethyl acetate followed by drying and evaporation afforded a gum which w...